This data is from the Open Reaction Database (ORD), a public repository of structured organic reaction records. The task is: describe an organic reaction: reactants, conditions, products, and yield Starting materials: CO, Cl, [NH4+], CC(=O)c1ccc2c(c1)OCCO2, [OH-]. Product: CC(N)c1ccc2c(c1)OCCO2. Reaction SMILES: [CH3:14][OH:15].[ClH:18].[NH4+:17].[O:1]1[CH2:2][CH2:3][O:4][c:5]2[c:6]1[cH:7][cH:8][c:9]([C:11]([CH3:12])=[O:13])[cH:10]2.[OH-:16]>>[O:1]1[CH2:2][CH2:3][O:4][c:5]2[c:6]1[cH:7][cH:8][c:9]([CH:11]([CH3:12])[NH2:17])[cH:10]2. RXN SMILES: [CH3:1][C:2]([C:10]1[CH:11]=[C:12]([OH:17])[CH:13]=[C:14]([CH:16]=1)[OH:15])([CH3:9])[CH2:3][CH2:4][CH2:5][CH2:6][CH2:7][CH3:8].[CH3:18][C:19]1([CH3:34])[CH:24]2[CH2:25][CH:20]1[CH:21]=[CH:22][C:23]2(OC(=O)C)[O:26]C(=O)C>>[CH3:9][C:2]([C:10]1[CH:11]=[C:12]([OH:17])[C:13]([CH:21]2[CH:20]3[CH2:25][CH:24]([C:19]3([CH3:34])[CH3:18])[C:23](=[O:26])[CH2:22]2)=[C:14]([OH:15])[CH:16]=1)([CH3:1])[CH2:3][CH2:4][CH2:5][CH2:6][CH2:7][CH3:8]. Procedure: Following the same procedure, 1.18 g. of 5-(1,1-dimethylheptyl)resorcinol and 1.19 g. of (+)-6,6-dimethyl-2,2-diacetoxy-3-norpinene were reacted to afford (+)-4-[4-(1,1-dimethylheptyl)-2,6-dihydroxyphenyl]-6,6-dimethyl-2-norpinanone having the identical physical properties as that obtained as described in Example 3. Starting materials: CC(CCCCCC)(C)C=1C=C(C=C(O)C1)O (5-(1,1-dimethylheptyl)resorcinol), CC1(C2C=CC(C1C2)(OC(C)=O)OC(C)=O)C ((+)-6,6-dimethyl-2,2-diacetoxy-3-norpinene). Yields the product CC(CCCCCC)(C)C1=CC(=C(C(=C1)O)C1CC(C2C(C1C2)(C)C)=O)O ((+)-4-[4-(1,1-dimethylheptyl)-2,6-dihydroxyphenyl]-6,6-dimethyl-2-norpinanone). Reactants: ClC=1C(=NC=C(C1)C(F)(F)F)C(C#N)C1=CC=C(C=C1)Cl (3-chloro-2-[1-(4-chlorophenyl)-1-cyanomethyl]-5-trifluoromethylpyridine), S(O)(O)(=O)=O (sulfuric acid). Solvent: ice water. Yields the product C(N)(=O)C(C1=CC=C(C=C1)Cl)C1=NC=C(C=C1Cl)C(F)(F)F (2-[1Carbamoyl-1-(4-chlorophenyl)methyl]-3-chloro-5-trifluoromethylpyridine). As a reaction SMILES: [Cl:1][C:2]1[C:3]([CH:12]([C:15]2[CH:20]=[CH:19][C:18]([Cl:21])=[CH:17][CH:16]=2)[C:13]#[N:14])=[N:4][CH:5]=[C:6]([C:8]([F:11])([F:10])[F:9])[CH:7]=1.S(=O)(=O)(O)[OH:23]>>[C:13]([CH:12]([C:3]1[C:2]([Cl:1])=[CH:7][C:6]([C:8]([F:11])([F:10])[F:9])=[CH:5][N:4]=1)[C:15]1[CH:16]=[CH:17][C:18]([Cl:21])=[CH:19][CH:20]=1)(=[O:23])[NH2:14]. Procedure: At 23° C., 6.0 g of 3-chloro-2-[1-(4-chlorophenyl)-1-cyanomethyl]-5-trifluoromethylpyridine (prepared by the method of Example 1) were stirred in 30 ml of 96% strength sulfuric acid for 16 hours. The reaction mixture was then carefully stirred into 200 ml of ice water during which the product crystallized out. The solid was separated off, washed successively with water and n-hexane and dried. Yield: 5.5 g (87%) of colorless crystals; mp.: 135-136° C.